From a dataset of the Open Reaction Database (ORD), a public repository of structured organic reaction records. describe an organic reaction: reactants, conditions, products, and yield Starting materials: ClC1=NC=NC(=C1F)OCC#CC (4-chloro-6-(2-butynyloxy)-5-fluoropyrimidine), C([O-])([O-])=O.[K+].[K+] (potassium carbonate), FC1=C(C(=CC=C1)F)O (2,6-difluorophenol), [Cl-].[NH4+] (ammonium chloride). Solvent: CN(C=O)C (N,N-dimethylformamide). Conditions: temperature 60 celsius, time 4 hour. The product is C(C#CC)OC1=NC=NC(=C1F)OC1=C(C=CC=C1F)F (4-(2-butynyloxy)-6-(2,6-difluorophenoxy)-5-fluoropyrimidine). The yield is 68.2%. RXN SMILES: Cl[C:2]1[C:7]([F:8])=[C:6]([O:9][CH2:10][C:11]#[C:12][CH3:13])[N:5]=[CH:4][N:3]=1.C(=O)([O-])[O-].[K+].[K+].[F:20][C:21]1[CH:26]=[CH:25][CH:24]=[C:23]([F:27])[C:22]=1[OH:28].[Cl-].[NH4+]>CN(C)C=O>[CH2:10]([O:9][C:6]1[C:7]([F:8])=[C:2]([O:28][C:22]2[C:21]([F:20])=[CH:26][CH:25]=[CH:24][C:23]=2[F:27])[N:3]=[CH:4][N:5]=1)[C:11]#[C:12][CH3:13] |f:1.2.3,5.6|. Reported procedure: To 2 ml of N,N-dimethylformamide were added 0.1 g of 4-chloro-6-(2-butynyloxy)-5-fluoropyrimidine, 0.1 g of potassium carbonate, and 0.08 g of 2,6-difluorophenol, followed by stirring at 60° C. for 4 hours. The reaction mixture was left for cooling to room temperature and poured into a saturated aqueous ammonium chloride solution, which was extracted three times with t-butyl methyl ether. The organic layers were combined, washed with brine, dried over anhydrous magnesium sulfate, and then concen... Starting materials: C1CCOC1, CO, CCOC(=O)C(F)(F)c1ccc(F)c2ccccc12, [Na+], [OH-], O. Product: O=C(O)C(F)(F)c1ccc(F)c2ccccc12. As a reaction SMILES: [CH2:20]1[O:21][CH2:22][CH2:23][CH2:24]1.[CH3:27][OH:28].[F:1][C:2]([C:3](=[O:4])[O:5][CH2:6][CH3:7])([c:8]1[cH:9][cH:10][c:11]([F:18])[c:12]2[cH:13][cH:14][cH:15][cH:16][c:17]12)[F:19].[Na+:26].[OH-:25].[OH2:29]>>[F:1][C:2]([C:3](=[O:4])[OH:5])([c:8]1[cH:9][cH:10][c:11]([F:18])[c:12]2[cH:13][cH:14][cH:15][cH:16][c:17]12)[F:19]. Reactants: [Br-], C1CCOC1, COc1ccc2cc([Mg+])ccc2c1, O=Cc1cncs1, [Cl-], [NH4+]. Yields the product COc1ccc2cc(C(O)c3cncs3)ccc2c1. RXN SMILES: [Br-:1].[CH2:22]1[O:23][CH2:24][CH2:25][CH2:26]1.[CH3:2][O:3][c:4]1[cH:5][c:6]2[cH:7][cH:8][c:9]([Mg+:14])[cH:10][c:11]2[cH:12][cH:13]1.[CH:15](=[O:16])[c:17]1[cH:18][n:19][cH:20][s:21]1.[Cl-:27].[NH4+:28]>>[CH3:2][O:3][c:4]1[cH:5][c:6]2[cH:7][cH:8][c:9]([CH:15]([OH:16])[c:17]3[cH:18][n:19][cH:20][s:21]3)[cH:10][c:11]2[cH:12][cH:13]1.